From a dataset of the Open Reaction Database (ORD), a public repository of structured organic reaction records. describe an organic reaction: reactants, conditions, products, and yield The reactants are d,l-3-[(3,5-dimethoxy-N-ethoxycarbonyl)anilino]butyric acid, C[C@@H]([C@@H](C1=CC=CC=C1)O)NC (l-ephedrine). Product: CC(C(C1=CC=CC=C1)O)NC (1-ephedrine), d,l-3-[(3,5-dimethoxy-N-ethoxycarbonyl)anilino]butyric acid. RXN SMILES: [CH3:1][C@H:2]([NH:11][CH3:12])[C@H:3]([OH:10])[C:4]1[CH:9]=[CH:8][CH:7]=[CH:6][CH:5]=1>C(Cl)Cl>[CH3:1][CH:2]([NH:11][CH3:12])[CH:3]([OH:10])[C:4]1[CH:5]=[CH:6][CH:7]=[CH:8][CH:9]=1. Procedure: A mixture of d,l-3-[(3,5-dimethoxy-N-ethoxycarbonyl)anilino]butyric acid (136.6 g., 0.44 mole) and l-ephedrine (72.5 g., 0.44 mole) is dissolved in methylene chloride (500 ml.). The methylene chloride is then removed in vacuo to yield the 1-ephedrine salt of d,l-3-[(3,5-dimethoxy-N-ethoxycarbonyl)anilino]butyric acid as an oil, [α]D25 =-20.0 (c=1.0, CHCl3). Addition of ether (1500 ml.) causes crystallization of a white solid which is separated by filtration and dried (102 g.), m.p. 114°-116° C. ... Solvent: C(Cl)Cl (methylene chloride). Starting materials: C(C)OC(CC(=O)C1CN(CC1)C(=O)OC(C)(C)C)=O (tert-butyl 3-(3-ethoxy-3-oxopropanoyl)pyrrolidine-1-carboxylate), N1N=C(C=C1)N (1H-pyrazol-3-amine). The solvent is C1(=CC=CC=C1)C (toluene). Conditions: temperature 110 celsius. Yields the product OC1=CC(=NC=2N1N=CC2)C2CN(CC2)C(=O)OC(C)(C)C (tert-butyl 3-(7-hydroxypyrazolo[1,5-a]pyrimidin-5-yl)pyrrolidine-1-carboxylate). The yield is 89.9%. Reaction SMILES: C(O[C:4](=[O:20])[CH2:5][C:6]([CH:8]1[CH2:12][CH2:11][N:10]([C:13]([O:15][C:16]([CH3:19])([CH3:18])[CH3:17])=[O:14])[CH2:9]1)=O)C.[NH:21]1[CH:25]=[CH:24][C:23]([NH2:26])=[N:22]1>C1(C)C=CC=CC=1>[OH:20][C:4]1[N:22]2[N:21]=[CH:25][CH:24]=[C:23]2[N:26]=[C:6]([CH:8]2[CH2:12][CH2:11][N:10]([C:13]([O:15][C:16]([CH3:17])([CH3:18])[CH3:19])=[O:14])[CH2:9]2)[CH:5]=1. Reported procedure: A mixture of tert-butyl 3-(3-ethoxy-3-oxopropanoyl)pyrrolidine-1-carboxylate (7.00 g, 25 mmol) and 1H-pyrazol-3-amine (2.08 g, 25 mmol) in toluene 30 mL) was heated at 110° C. under argon for 18 h and concentrated in vacuo. The residue was triturated with EtOAc and the solid was collected by filtration and dried in high vacuum to give 6.84 g (90%) of the title compound as a white solid. LC/MS RT=1.40 min (5 min method). Mass calculated for, M+H 305.15, observed 305.15. Reaction SMILES: [CH2:30]1[O:31][CH2:32][CH2:33][O:34][CH2:35]1.[F:1][c:2]1[cH:3][cH:4][c:5]([S:8](=[O:9])(=[O:10])[N:11]2[CH:12]([C:17](=[O:18])[OH:19])[CH2:13][CH2:14][CH2:15][CH2:16]2)[cH:6][cH:7]1.[NH2:20][NH:21][C:22](=[S:23])[NH2:24].[O:25]1[CH2:26][CH2:27][CH2:28][CH2:29]1>>[F:1][c:2]1[cH:3][cH:4][c:5]([S:8](=[O:9])(=[O:10])[N:11]2[CH:12]([C:17](=[O:19])[NH:20][NH:21][C:22](=[S:23])[NH2:24])[CH2:13][CH2:14][CH2:15][CH2:16]2)[cH:6][cH:7]1. The reactants are C1COCCO1, O=C(O)C1CCCCN1S(=O)(=O)c1ccc(F)cc1, NNC(N)=S, C1CCOC1. The product is NC(=S)NNC(=O)C1CCCCN1S(=O)(=O)c1ccc(F)cc1. The reactants are [I-].C[P+](C1=CC=CC=C1)(C1=CC=C(C=C1)C(=O)OC)C1=CC=C(C=C1)C(=O)OC (methylbis(4-carbomethoxyphenyl)phenylphosphonium iodide), C(Cl)Cl (methylene chloride), C1(=CC=CC=C1)[B-](C1=CC=CC=C1)(C1=CC=CC=C1)C1=CC=CC=C1.[Na+] (sodium tetraphenylborate). The solvent is O (water). Product: C1(=CC=CC=C1)[B-](C1=CC=CC=C1)(C1=CC=CC=C1)C1=CC=CC=C1.C[P+](C1=CC=CC=C1)(C1=CC=C(C=C1)C(=O)OC)C1=CC=C(C=C1)C(=O)OC (Methylbis(4-carbomethoxyphenyl)phenylphosphonium tetraphenylborate). As a reaction SMILES: [I-].[CH3:2][P+:3]([C:20]1[CH:25]=[CH:24][C:23]([C:26]([O:28][CH3:29])=[O:27])=[CH:22][CH:21]=1)([C:10]1[CH:15]=[CH:14][C:13]([C:16]([O:18][CH3:19])=[O:17])=[CH:12][CH:11]=1)[C:4]1[CH:9]=[CH:8][CH:7]=[CH:6][CH:5]=1.C(Cl)Cl.[C:33]1([B-:39]([C:52]2[CH:57]=[CH:56][CH:55]=[CH:54][CH:53]=2)([C:46]2[CH:51]=[CH:50][CH:49]=[CH:48][CH:47]=2)[C:40]2[CH:45]=[CH:44][CH:43]=[CH:42][CH:41]=2)[CH:38]=[CH:37][CH:36]=[CH:35][CH:34]=1.[Na+]>O>[C:52]1([B-:39]([C:33]2[CH:34]=[CH:35][CH:36]=[CH:37][CH:38]=2)([C:40]2[CH:41]=[CH:42][CH:43]=[CH:44][CH:45]=2)[C:46]2[CH:51]=[CH:50][CH:49]=[CH:48][CH:47]=2)[CH:53]=[CH:54][CH:55]=[CH:56][CH:57]=1.[CH3:2][P+:3]([C:10]1[CH:11]=[CH:12][C:13]([C:16]([O:18][CH3:19])=[O:17])=[CH:14][CH:15]=1)([C:20]1[CH:25]=[CH:24][C:23]([C:26]([O:28][CH3:29])=[O:27])=[CH:22][CH:21]=1)[C:4]1[CH:5]=[CH:6][CH:7]=[CH:8][CH:9]=1 |f:0.1,3.4,6.7|. Procedure details: A solution of 6.0 g (0.0115316 mol) of methylbis(4-carbomethoxyphenyl)phenylphosphonium iodide and 20 ml of methylene chloride was stirred rapidly with a solution of 3.95 g (0.0115316 mol) of sodium tetraphenylborate in 20 ml water for 2 hours. The organic layer was separated and washed with water, dried over magnesium sulfate, and concentrated. The reactants are ClC=1C=CC=2C(C3=CC=CC=C3NC2C1)=O (3-chloro-9(10H)-acridinone), ClC=1C=CC=2C(C3=CC=CC=C3N(C2C1)CC)=O (3-chloro-10-ethyl-9(10H)-acridinone). Run in C(C)(=O)OCC (ethyl acetate). The product is COC1=CC=2C(C3=CC=CC=C3N(C2C=C1)CC)=O (2-Methoxy-10-ethyl-9(10H)-acridinone). As a reaction SMILES: ClC1C=CC2[C:6](=[O:16])C3C(NC=2C=1)=CC=CC=3.Cl[C:18]1[CH:19]=[CH:20][C:21]2[C:22](=[O:34])[C:23]3[C:28]([N:29]([CH2:32][CH3:33])[C:30]=2[CH:31]=1)=[CH:27][CH:26]=[CH:25][CH:24]=3>C(OCC)(=O)C>[CH3:6][O:16][C:25]1[CH:26]=[CH:27][C:28]2[N:29]([CH2:32][CH3:33])[C:30]3[C:21](=[CH:20][CH:19]=[CH:18][CH:31]=3)[C:22](=[O:34])[C:23]=2[CH:24]=1. Procedure: Similarly, there was prepared, from 3-chloro-9(10H)-acridinone and ethyl acetate, 3-chloro-10-ethyl-9(10H)-acridinone, m.p. 169°-171° C. Procedure details: In 4 separate microwave vessels were added equal amounts of the following (total/4): dissolved 4-aminophenol (0.054 g, 0.498 mmol) in 1-methyl-2-pyrrolidinone (4.7 mL), added cesium carbonate (0.309 g, 0.948 mmol). Each mixture was stirred at 20° C. for 5 minutes, after which was added 2-chloro-3-(1-trityl-1-H-pyrazol-4-yl)pyridine (0.200 g, 0.474 mmol) and heated to 200° C. in the microwave for 6 minutes. The solutions were combined and extracted into EtOAc, washed 1×H2O, 1×NaCl, dried with Mg2... Run at temperature 20 celsius, time 5 minute. The reactants are C([O-])([O-])=O.[Cs+].[Cs+] (cesium carbonate), NC1=CC=C(C=C1)O (4-aminophenol), ClC1=NC=CC=C1C=1C=NN(C1)C(C1=CC=CC=C1)(C1=CC=CC=C1)C1=CC=CC=C1 (2-chloro-3-(1-trityl-1-H-pyrazol-4-yl)pyridine). As a reaction SMILES: [NH2:1][C:2]1[CH:7]=[CH:6][C:5]([OH:8])=[CH:4][CH:3]=1.C(=O)([O-])[O-].[Cs+].[Cs+].Cl[C:16]1[C:21]([C:22]2[CH:23]=[N:24][N:25]([C:27]([C:40]3[CH:45]=[CH:44][CH:43]=[CH:42][CH:41]=3)([C:34]3[CH:39]=[CH:38][CH:37]=[CH:36][CH:35]=3)[C:28]3[CH:33]=[CH:32][CH:31]=[CH:30][CH:29]=3)[CH:26]=2)=[CH:20][CH:19]=[CH:18][N:17]=1>CN1CCCC1=O>[C:27]([N:25]1[CH:26]=[C:22]([C:21]2[C:16]([O:8][C:5]3[CH:6]=[CH:7][C:2]([NH2:1])=[CH:3][CH:4]=3)=[N:17][CH:18]=[CH:19][CH:20]=2)[CH:23]=[N:24]1)([C:40]1[CH:45]=[CH:44][CH:43]=[CH:42][CH:41]=1)([C:34]1[CH:35]=[CH:36][CH:37]=[CH:38][CH:39]=1)[C:28]1[CH:33]=[CH:32][CH:31]=[CH:30][CH:29]=1 |f:1.2.3|. Solvent: CN1C(CCC1)=O (1-methyl-2-pyrrolidinone). The product is C(C1=CC=CC=C1)(C1=CC=CC=C1)(C1=CC=CC=C1)N1N=CC(=C1)C=1C(=NC=CC1)OC1=CC=C(C=C1)N (4-(3-(1-trityl-1H-pyrazol-4-yl)pyridin-2-yloxy)benzenamine). Reactants: C(=C)C1=NC=CC=C1 (2-vinylpyridine), N1[C@@H](CCC1)CN1C2=C(SCC3=C1C=CC=C3)C=CC=C2 ((S)-5,11-dihydro-5-(2-pyrrolidinylmethyl)dibenzo[b,e][1,4]thiazepine). Conditions: temperature 120 celsius. Product: N1=C(C=CC=C1)CCN1[C@@H](CCC1)CN1C2=C(SCC3=C1C=CC=C3)C=CC=C2 ((S)-5,11-Dihydro-5-[1-(2-[2-pyridyl]ethyl)-2-pyrrolidinylmethyl]dibenzo[b,e][1,4]thiazepine). The yield is 58.3%. Reaction SMILES: [CH:1]([C:3]1[CH:8]=[CH:7][CH:6]=[CH:5][N:4]=1)=[CH2:2].[NH:9]1[CH2:13][CH2:12][CH2:11][C@H:10]1[CH2:14][N:15]1[C:21]2[CH:22]=[CH:23][CH:24]=[CH:25][C:20]=2[CH2:19][S:18][C:17]2[CH:26]=[CH:27][CH:28]=[CH:29][C:16]1=2>>[N:4]1[CH:5]=[CH:6][CH:7]=[CH:8][C:3]=1[CH2:1][CH2:2][N:9]1[CH2:13][CH2:12][CH2:11][C@H:10]1[CH2:14][N:15]1[C:21]2[CH:22]=[CH:23][CH:24]=[CH:25][C:20]=2[CH2:19][S:18][C:17]2[CH:26]=[CH:27][CH:28]=[CH:29][C:16]1=2. Procedure: A mixture of 2-vinylpyridine (250 mg) and (S)-5,11-dihydro-5-(2-pyrrolidinylmethyl)dibenzo[b,e][1,4]thiazepine (see Preparations 13 and 14) (166 mg) was heated at 120° C. for 2 hours, cooled to room temperature and purified by chromatography on silica gel using ethyl acetate/methanol (10:1) as eluant. Appropriate fractions were combined and evaporated under reduced pressure to give the title compound as a pale brown gum, (131 mg, 58%).